From a dataset of the Open Reaction Database (ORD), a public repository of structured organic reaction records. describe an organic reaction: reactants, conditions, products, and yield Reactants: CCO, [Cl-], O=C(c1ccc([N+](=O)[O-])cc1Cl)N1CCc2cccn2-c2ccccc21, C1CCOC1, O, O. The product is Nc1ccc(C(=O)N2CCc3cccn3-c3ccccc32)c(Cl)c1. RXN SMILES: [CH2:30]([OH:31])[CH3:32].[Cl-:29].[Cl:1][c:2]1[c:3]([C:4](=[O:5])[N:6]2[CH2:7][CH2:8][c:9]3[n:10]([cH:17][cH:18][cH:19]3)-[c:11]3[c:12]2[cH:13][cH:14][cH:15][cH:16]3)[cH:20][cH:21][c:22]([N+:24]([O-:25])=[O:26])[cH:23]1.[O:33]1[CH2:34][CH2:35][CH2:36][CH2:37]1.[OH2:27].[OH2:28]>>[Cl:1][c:2]1[c:3]([C:4](=[O:5])[N:6]2[CH2:7][CH2:8][c:9]3[n:10]([cH:17][cH:18][cH:19]3)-[c:11]3[c:12]2[cH:13][cH:14][cH:15][cH:16]3)[cH:20][cH:21][c:22]([NH2:24])[cH:23]1. Yields the product CC(C)(C)S(=O)N=C(c1cc(F)cc(OC(F)(F)C(F)F)c1)c1ccc(F)c(O[Si](C)(C)C(C)(C)C)c1. Reactants: CC(C)(C)[Si](C)(C)Oc1cc(C(=O)c2cc(F)cc(OC(F)(F)C(F)F)c2)ccc1F, C1CCOC1, CC(C)(C)S(N)=O. As a reaction SMILES: [C:1]([CH3:2])([CH3:3])([CH3:4])[Si:5]([O:6][c:7]1[cH:8][c:9]([C:14](=[O:15])[c:16]2[cH:17][c:18]([F:29])[cH:19][c:20]([O:22][C:23]([CH:24]([F:25])[F:26])([F:27])[F:28])[cH:21]2)[cH:10][cH:11][c:12]1[F:13])([CH3:30])[CH3:31].[CH2:39]1[O:40][CH2:41][CH2:42][CH2:43]1.[CH3:32][C:33]([CH3:34])([CH3:35])[S:36](=[O:37])[NH2:38]>>[C:1]([CH3:2])([CH3:3])([CH3:4])[Si:5]([O:6][c:7]1[cH:8][c:9]([C:14]([c:16]2[cH:17][c:18]([F:29])[cH:19][c:20]([O:22][C:23]([CH:24]([F:25])[F:26])([F:27])[F:28])[cH:21]2)=[N:38][S:36]([C:33]([CH3:32])([CH3:34])[CH3:35])=[O:37])[cH:10][cH:11][c:12]1[F:13])([CH3:30])[CH3:31]. Starting materials: ClC1=CC=C(CC=2C=C(C=CC2C)C(=O)[C@H]2[C@H]([C@H]3[C@H](OC(O3)(C)C)O2)O)C=C1 ((3-(4-chlorobenzyl)-4-methylphenyl)((3aS,5R,6S,6aS)-6-hydroxy-2,2-dimethyltetrahydrofuro[2,3-d][1,3]-dioxol-5-yl)methanone), [BH4-].[Na+] (Sodium borohydride), [BH4-].[Na+] (sodium borohydride), CeCl3, O (H2O). Run in CO (MeOH). Conditions: time 5 minute. Product: ClC1=CC=C(CC=2C=C(C=CC2C)[C@@H]([C@H]2[C@H]([C@H]3[C@H](OC(O3)(C)C)O2)O)O)C=C1 ((3aS,5S,6R,6aS)-5-((S)-(3-(4-chlorobenzyl)-4-methylphenyl)(hydroxy)-methyl)-2,2-dimethyltetrahydrofuro[2,3-d][1,3]dioxol-6-ol). Isolated yield 99.0%. Reaction SMILES: [Cl:1][C:2]1[CH:28]=[CH:27][C:5]([CH2:6][C:7]2[CH:8]=[C:9]([C:14]([C@@H:16]3[O:25][C@H:19]4[O:20][C:21]([CH3:24])([CH3:23])[O:22][C@H:18]4[C@@H:17]3[OH:26])=[O:15])[CH:10]=[CH:11][C:12]=2[CH3:13])=[CH:4][CH:3]=1.O.[BH4-].[Na+]>CO>[Cl:1][C:2]1[CH:3]=[CH:4][C:5]([CH2:6][C:7]2[CH:8]=[C:9]([C@H:14]([OH:15])[C@@H:16]3[O:25][C@H:19]4[O:20][C:21]([CH3:24])([CH3:23])[O:22][C@H:18]4[C@@H:17]3[OH:26])[CH:10]=[CH:11][C:12]=2[CH3:13])=[CH:27][CH:28]=1 |f:2.3|. Reported procedure: (3-(4-chlorobenzyl)-4-methyl phenyl)((3aS,5R,6S,6aS)-6-hydroxy-2,2-dimethyltetrahydrofuro[2,3-d][1,3]dioxol-5-yl)methanone (4, 26.1 g, 64.9 mmol) and CeCl3.7 H2O (29.0 g, 77.9 mmol) were suspended in 520 mL of MeOH. Sodium borohydride (982 mg, 26.0 mmol, dissolved in 10 mL of 1N aqueous NaOH) was added and the reactants slowly went into solution over about 5 minutes. Another 100 mg (2.6 mmol) of sodium borohydride was added to push the reaction to completion. The reaction was stirred for 10 minu... Starting materials: C(C1=CC=CC=C1)C1=CC(=C(N)C=C1)Br (4-benzyl-2-bromo-aniline), ClC=1C=C(C=CC1F)B(O)O (3-chloro-4-fluorobenzene boronic acid). The product is C(C1=CC=CC=C1)C1=CC(=C(N)C=C1)C1=CC(=C(C=C1)F)Cl (4-benzyl-2-(3-chloro-4-fluorophenyl)-aniline). As a reaction SMILES: [CH2:1]([C:8]1[CH:14]=[CH:13][C:11]([NH2:12])=[C:10](Br)[CH:9]=1)[C:2]1[CH:7]=[CH:6][CH:5]=[CH:4][CH:3]=1.[Cl:16][C:17]1[CH:18]=[C:19](B(O)O)[CH:20]=[CH:21][C:22]=1[F:23]>>[CH2:1]([C:8]1[CH:14]=[CH:13][C:11]([NH2:12])=[C:10]([C:19]2[CH:20]=[CH:21][C:22]([F:23])=[C:17]([Cl:16])[CH:18]=2)[CH:9]=1)[C:2]1[CH:7]=[CH:6][CH:5]=[CH:4][CH:3]=1. Procedure details: 4-benzyl-2-bromo-aniline and 3-chloro-4-fluorobenzene boronic acid were combined to form 4-benzyl-2-(3-chloro-4-fluorophenyl)-aniline, Starting materials: O=C([O-])[O-], ClCCl, COc1cc2c(Cl)ncnc2cc1OCC1CCN(C)CC1, [K+], [K+], CN(C)C=O, Oc1ccc2ccccc2c1. Product: COc1cc2c(Oc3ccc4ccccc4c3)ncnc2cc1OCC1CCN(C)CC1. As a reaction SMILES: [C:34](=[O:35])([O-:36])[O-:37].[CH2:40]([Cl:41])[Cl:42].[Cl:1][c:2]1[n:3][cH:4][n:5][c:6]2[cH:7][c:8]([O:14][CH2:15][CH:16]3[CH2:17][CH2:18][N:19]([CH3:22])[CH2:20][CH2:21]3)[c:9]([O:12][CH3:13])[cH:10][c:11]12.[K+:38].[K+:39].[O:43]=[CH:44][N:45]([CH3:46])[CH3:47].[OH:23][c:24]1[cH:25][c:26]2[cH:27][cH:28][cH:29][cH:30][c:31]2[cH:32][cH:33]1>>[c:2]1([O:23][c:24]2[cH:25][c:26]3[cH:27][cH:28][cH:29][cH:30][c:31]3[cH:32][cH:33]2)[n:3][cH:4][n:5][c:6]2[cH:7][c:8]([O:14][CH2:15][CH:16]3[CH2:17][CH2:18][N:19]([CH3:22])[CH2:20][CH2:21]3)[c:9]([O:12][CH3:13])[cH:10][c:11]12. Isolated yield 88.0%. As a reaction SMILES: [CH3:1][NH:2][CH3:3].[Cl:4][C:5]1[CH:6]=[C:7]2[C:12](=[CH:13][C:14]=1Cl)[N:11]([CH2:16][CH3:17])[CH:10]=[C:9]([C:18]([OH:20])=[O:19])[C:8]2=[O:21]>CN(C=O)C.COCCO>[Cl:4][C:5]1[CH:6]=[C:7]2[C:12](=[CH:13][C:14]=1[N:2]([CH3:3])[CH3:1])[N:11]([CH2:16][CH3:17])[CH:10]=[C:9]([C:18]([OH:20])=[O:19])[C:8]2=[O:21]. Yields the product ClC=1C=C2C(C(=CN(C2=CC1N(C)C)CC)C(=O)O)=O (6-chloro-7-dimethylamino-1-ethyl-4-oxo-1,4-dihydro-quinoline-3-carboxylic acid). Starting materials: CNC (dimethylamine), ClC=1C=C2C(C(=CN(C2=CC1Cl)CC)C(=O)O)=O (6,7-dichloro-1-ethyl-4-oxo-1,4-dihydro-quinoline-3-carboxylic acid). Procedure: 13 g of dimethylamine were dissolved in a mixture of DMF (20 cm3) and methyl cellosolve (20 cm3). 4.3 g of 6,7-dichloro-1-ethyl-4-oxo-1,4-dihydro-quinoline-3-carboxylic acid were added and the mixture was heated, whilst stirring, in an autoclave at 120°-130° C. for 7 hours. After cooling, the solution was concentrated to dryness in vacuo and the residue was taken up in 20 cm3 of water. The solid was filtered off and recrystallised from methyl cellosolve (30 cm3). 3.9 g of 6-chloro-7-dimethylamin... Solvent: CN(C)C=O (DMF), COCCO (methyl cellosolve). Run at time 7 hour. Starting materials: C(C1=CC=CC=C1)N1C(C(NCC1)C(=O)OCC)=O (ethyl 4-benzyl-3-oxopiperazine-2-carboxylate), [H-].[Al+3].[Li+].[H-].[H-].[H-] (lithium aluminum hydride). Solvent: O1CCCC1 (tetrahydrofuran), O1CCCC1 (tetrahydrofuran). Conditions: time 1 hour. Product: C(C1=CC=CC=C1)N1CC(NCC1)CO ((4-benzylpiperazin-2-yl)methanol). RXN SMILES: [CH2:1]([N:8]1[CH2:13][CH2:12][NH:11][CH:10]([C:14](OCC)=[O:15])[C:9]1=O)[C:2]1[CH:7]=[CH:6][CH:5]=[CH:4][CH:3]=1.[H-].[Al+3].[Li+].[H-].[H-].[H-]>O1CCCC1>[CH2:1]([N:8]1[CH2:13][CH2:12][NH:11][CH:10]([CH2:14][OH:15])[CH2:9]1)[C:2]1[CH:3]=[CH:4][CH:5]=[CH:6][CH:7]=1 |f:1.2.3.4.5.6|. Procedure: A solution of Example 45B (6 g, 22.87 mmol) in tetrahydrofuran (45.7 mL) was added to lithium aluminum hydride in tetrahydrofuran (30.9 mL, 61.8 mmol) dropwise with an addition funnel under nitrogen over 30 minutes. The reaction mixture was stirred at room temperature for 1 hour and then carefully quenched with water and 1 N NaOH (aqueous). The product was extracted once with dichloromethane, dried over Na2SO4 and concentrated to afford the title compound. 1H NMR (500 MHz, DMSO-d6) δ ppm 7.37-7.... Reactants: ClC=1N=C(C=C2C=3OCCOC3C=CC12)NC1=NNC(=C1)C ((8-Chloro-2,3-dihydro-1,4-dioxa-7-aza-phenanthren-6-yl)-(5-methyl-1H-pyrazol-3-yl)-amine), C(=C)(C)B1OC(C)(C)C(C)(C)O1 (isopropenylboronic acid pinacol ester). The product is C(C)(C)C=1N=C(C=C2C=3OCCOC3C=CC12)NC1=NNC(=C1)C ((8-Isopropyl-2,3-dihydro-1,4-dioxa-7-aza-phenanthren-6-yl)-(5-methyl-1H-pyrazol-3-yl)-amine). Reaction SMILES: Cl[C:2]1[N:3]=[C:4]([NH:16][C:17]2[CH:21]=[C:20]([CH3:22])[NH:19][N:18]=2)[CH:5]=[C:6]2[C:15]=1[CH:14]=[CH:13][C:12]1[O:11][CH2:10][CH2:9][O:8][C:7]2=1.[C:23](B1OC(C)(C)C(C)(C)O1)([CH3:25])=[CH2:24]>>[CH:23]([C:2]1[N:3]=[C:4]([NH:16][C:17]2[CH:21]=[C:20]([CH3:22])[NH:19][N:18]=2)[CH:5]=[C:6]2[C:15]=1[CH:14]=[CH:13][C:12]1[O:11][CH2:10][CH2:9][O:8][C:7]2=1)([CH3:25])[CH3:24]. Reported procedure: Similar procedure as described in example 330 was used, starting from (8-Chloro-2,3-dihydro-1,4-dioxa-7-aza-phenanthren-6-yl)-(5-methyl-1H-pyrazol-3-yl)-amine and isopropenylboronic acid pinacol ester to give (8-Isopropyl-2,3-dihydro-1,4-dioxa-7-aza-phenanthren-6-yl)-(5-methyl-1H-pyrazol-3-yl)-amine. LC-MS m/e 325(MH+). The reactants are C1CCOC1, C[O-], CO, O=C1c2ccncc2C(=O)c2c(F)ccc(F)c21, [Na+], [Na]. The product is COc1ccc(F)c2c1C(=O)c1ccncc1C2=O. Reaction SMILES: [CH2:25]1[O:26][CH2:27][CH2:28][CH2:29]1.[CH3:1][O-:2].[CH3:4][OH:5].[F:7][c:8]1[cH:9][cH:10][c:11]([F:24])[c:12]2[c:13]1[C:14](=[O:23])[c:15]1[cH:16][cH:17][n:18][cH:19][c:20]1[C:21]2=[O:22].[Na+:3].[Na:6]>>[CH3:1][O:2][c:8]1[cH:9][cH:10][c:11]([F:24])[c:12]2[c:13]1[C:14](=[O:23])[c:15]1[cH:16][cH:17][n:18][cH:19][c:20]1[C:21]2=[O:22].